Dataset: the Open Reaction Database (ORD), a public repository of structured organic reaction records. Task: describe an organic reaction: reactants, conditions, products, and yield Starting materials: O=c1[nH]ccn1-c1ccc(OCC(F)(F)C(F)(F)F)cc1, CC(O)C1(c2ccc(F)cc2F)CO1. Product: CC(n1ccn(-c2ccc(OCC(F)(F)C(F)(F)F)cc2)c1=O)C1(c2ccc(F)cc2F)CO1. RXN SMILES: [F:15][C:16]([CH2:17][O:18][c:19]1[cH:20][cH:21][c:22](-[n:25]2[c:26](=[O:30])[nH:27][cH:28][cH:29]2)[cH:23][cH:24]1)([C:31]([F:32])([F:33])[F:34])[F:35].[F:1][c:2]1[c:3]([C:9]2([CH:12]([CH3:13])[OH:14])[O:10][CH2:11]2)[cH:4][cH:5][c:6]([F:8])[cH:7]1>>[F:1][c:2]1[c:3]([C:9]2([CH:12]([CH3:13])[n:27]3[c:26](=[O:30])[n:25](-[c:22]4[cH:21][cH:20][c:19]([O:18][CH2:17][C:16]([F:15])([C:31]([F:32])([F:33])[F:34])[F:35])[cH:24][cH:23]4)[cH:29][cH:28]3)[O:10][CH2:11]2)[cH:4][cH:5][c:6]([F:8])[cH:7]1.